This data is from the Open Reaction Database (ORD), a public repository of structured organic reaction records. The task is: describe an organic reaction: reactants, conditions, products, and yield Starting materials: CO, CCOC(=O)COC(c1cccc(Cl)c1)C1CCCN(C(=O)OC(C)(C)C)C1, N. Yields the product CC(C)(C)OC(=O)N1CCCC(C(OCC(N)=O)c2cccc(Cl)c2)C1. As a reaction SMILES: [CH3:30][OH:31].[Cl:1][c:2]1[cH:3][c:4]([CH:8]([CH:9]2[CH2:10][N:11]([C:15](=[O:16])[O:17][C:18]([CH3:19])([CH3:20])[CH3:21])[CH2:12][CH2:13][CH2:14]2)[O:22][CH2:23][C:24]([O:26][CH2:25][CH3:27])=[O:28])[cH:5][cH:6][cH:7]1.[NH3:29]>>[Cl:1][c:2]1[cH:3][c:4]([CH:8]([CH:9]2[CH2:10][N:11]([C:15](=[O:16])[O:17][C:18]([CH3:19])([CH3:20])[CH3:21])[CH2:12][CH2:13][CH2:14]2)[O:22][CH2:23][C:24](=[O:26])[NH2:29])[cH:5][cH:6][cH:7]1. The reactants are CCCC[N+](CCCC)(CCCC)CCCC, CCOC(C)=O, [F-], CCCC(=O)Nc1nn(COCC[Si](C)(C)C)c2cc(-c3cc(F)cc(F)c3)ccc12, C1CCOC1. Yields the product CCCC(=O)Nc1n[nH]c2cc(-c3cc(F)cc(F)c3)ccc12. RXN SMILES: [CH3:2][CH2:3][CH2:4][CH2:5][N+:6]([CH2:7][CH2:8][CH2:9][CH3:10])([CH2:11][CH2:12][CH2:13][CH3:14])[CH2:15][CH2:16][CH2:17][CH3:18].[CH3:50][CH2:51][O:52][C:53](=[O:54])[CH3:55].[F-:1].[F:19][c:20]1[cH:21][c:22](-[c:27]2[cH:28][cH:29][c:30]3[c:31]([NH:44][C:45]([CH2:46][CH2:47][CH3:48])=[O:49])[n:32][n:33]([CH2:36][O:37][CH2:38][CH2:39][Si:40]([CH3:41])([CH3:42])[CH3:43])[c:34]3[cH:35]2)[cH:23][c:24]([F:26])[cH:25]1.[O:56]1[CH2:57][CH2:58][CH2:59][CH2:60]1>>[F:19][c:20]1[cH:21][c:22](-[c:27]2[cH:28][cH:29][c:30]3[c:31]([NH:44][C:45]([CH2:46][CH2:47][CH3:48])=[O:49])[n:32][nH:33][c:34]3[cH:35]2)[cH:23][c:24]([F:26])[cH:25]1. Starting materials: CC(=O)O, CCOC(C)=O, O=[N+]([O-])c1ccc(F)c(-n2nc3c(c2Cl)CCCC3)c1, [Fe], O. Yields the product Nc1ccc(F)c(-n2nc3c(c2Cl)CCCC3)c1. RXN SMILES: [CH3:22][C:23](=[O:24])[OH:25].[CH3:26][CH2:27][O:28][C:29](=[O:30])[CH3:31].[Cl:1][c:2]1[n:3](-[c:11]2[c:12]([F:20])[cH:13][cH:14][c:15]([N+:17]([O-:18])=[O:19])[cH:16]2)[n:4][c:5]2[c:10]1[CH2:9][CH2:8][CH2:7][CH2:6]2.[Fe:32].[OH2:21]>>[Cl:1][c:2]1[n:3](-[c:11]2[c:12]([F:20])[cH:13][cH:14][c:15]([NH2:17])[cH:16]2)[n:4][c:5]2[c:10]1[CH2:9][CH2:8][CH2:7][CH2:6]2. Starting materials: ClCl (chlorine), C22H21ClN4O2, N1(CC=CC1)C(=O)C1=C(C=C(C(=O)O)C=C1)C (4-(2,5-dihydropyrrol-1-ylcarbonyl)-3-methylbenzoic acid), CN(C)C(=[N+](C)C)ON1C2=C(C=CC=C2)N=N1.[B-](F)(F)(F)F (TBTU), C(C)(C)N(CC)C(C)C (diisopropylethylamine), ClC1=CC2=C(NC(=N2)[C@H](C)N)C=C1 ((1S)-1-(5-chloro-1H-benzimidazol-2-yl)ethylamine). Solvent: ClCCl.C(C)O (dichloromethane ethanol), O1CCCC1 (tetrahydrofuran). The product is ClC1=CC2=C(NC(=N2)[C@H](C)NC(C2=CC(=C(C=C2)C(=O)N2CC=CC2)C)=O)C=C1 (N-[(1S)-1-(5-chloro-1H-benzimidazol-2-yl)ethyl]4-(2,5-dihydropyrrol-1-ylcarbonyl)-3-methylbenzamide). The yield is 96.0%. Reaction SMILES: [N:1]1([C:6]([C:8]2[CH:16]=[CH:15][C:11]([C:12]([OH:14])=O)=[CH:10][C:9]=2[CH3:17])=[O:7])[CH2:5][CH:4]=[CH:3][CH2:2]1.CN(C(ON1N=NC2C=CC=CC1=2)=[N+](C)C)C.[B-](F)(F)(F)F.C(N(C(C)C)CC)(C)C.[Cl:49][C:50]1[CH:61]=[CH:60][C:53]2[NH:54][C:55]([C@@H:57]([NH2:59])[CH3:58])=[N:56][C:52]=2[CH:51]=1.ClCl>O1CCCC1.ClCCl.C(O)C>[Cl:49][C:50]1[CH:61]=[CH:60][C:53]2[NH:54][C:55]([C@@H:57]([NH:59][C:12](=[O:14])[C:11]3[CH:15]=[CH:16][C:8]([C:6]([N:1]4[CH2:2][CH:3]=[CH:4][CH2:5]4)=[O:7])=[C:9]([CH3:17])[CH:10]=3)[CH3:58])=[N:56][C:52]=2[CH:51]=1 |f:1.2,7.8|. Reported procedure: Prepared analogously to Example 1g from 4-(2,5-dihydropyrrol-1-ylcarbonyl)-3-methylbenzoic acid, TBTU, diisopropylethylamine, and (1S)-1-(5-chloro-1H-benzimidazol-2-yl)ethylamine in tetrahydrofuran. Yield: 96%; Rf value: 0.50 (silica gel: dichloromethane/ethanol=9:1); C22H21ClN4O2 (408.887); mass spectrum: (M+H)+=409/411 (chlorine isotope). Reactants: Intermediate 2, NC=1SC=C(N1)C(F)(F)F (2-amino-4-trifluoromethylthiazole), intermediate, ClCC(CC(=O)OCC)=O (ethyl chloroacetoacetate). Run in polyphosphoric acid. The product is ClCC=1N=C2N(C(C1)=O)C(=CS2)C(F)(F)F (7-(Chloromethyl)-3-(trifluoromethyl)-5H-[1,3]thiazolo[3,2-a]pyrimidin-5-one). RXN SMILES: [NH2:1][C:2]1[S:3][CH:4]=[C:5]([C:7]([F:10])([F:9])[F:8])[N:6]=1.[Cl:11][CH2:12][C:13](=O)[CH2:14][C:15](OCC)=[O:16]>>[Cl:11][CH2:12][C:13]1[N:1]=[C:2]2[S:3][CH:4]=[C:5]([C:7]([F:10])([F:9])[F:8])[N:6]2[C:15](=[O:16])[CH:14]=1. Reported procedure: This compound was synthesized from 2-amino-4-trifluoromethylthiazole, Step 1 intermediate (3.70 g, 22.541 mmol) and ethyl chloroacetoacetate (5.194 g, 31.558 mmol) in polyphosphoric acid (30.0 g) according to the procedure described in Step 1, Intermediate 2 to afford 4.0 g of the desired compound: 1H NMR (300 MHz, DMSO-d6) δ 2.28 (s, 3H), 2.60 (s, 3H), 4.52 (s, 1H), 6.25 (s, 1H); ESI-MS (m/z) 269.22 (M+H)+. RXN SMILES: [CH3:1][N:2]1[C:7](=[O:8])[CH:6]=[CH:5][NH:4][C:3]1=[O:9].[CH2:10](I)[CH:11]([CH3:13])[CH3:12].C(=O)([O-])[O-].[Cs+].[Cs+]>CN(C=O)C>[CH2:10]([N:4]1[CH:5]=[CH:6][C:7](=[O:8])[N:2]([CH3:1])[C:3]1=[O:9])[CH:11]([CH3:13])[CH3:12] |f:2.3.4|. Procedure details: A suspension of 3-Methyluracil (3.0 mg, 23.8 mmol), isobutyl iodide (7 mL, 60 mmol) and cesium carbonate (11.6 g, 35.7 mmol) in DMF (30 mL) is stirred at room temperature over a weekend. Solvent is removed under vacuum. The residue is treated with water, and then extracted with dichloromethane four times. The combined organic phase is washed with brine, dried over anhydrous sodium sulfate, and then filtered through a short silica gel column. The filtrate is concentrated to dryness to give produc... Product: C(C(C)C)N1C(N(C(C=C1)=O)C)=O (1-isobutyl-3-methylpyrimidine-2,4(1H,3H)-dione). Starting materials: CN1C(NC=CC1=O)=O (3-Methyluracil), C(C(C)C)I (isobutyl iodide), C([O-])([O-])=O.[Cs+].[Cs+] (cesium carbonate). Solvent: CN(C)C=O (DMF).